From a dataset of the Open Reaction Database (ORD), a public repository of structured organic reaction records. describe an organic reaction: reactants, conditions, products, and yield The reactants are CC(C(=O)OC(C(C)C)OC(=O)OC1=CC=C(C=C1)S(=O)(=O)C)C (2-Methyl-1-[4-(methylsulfonyl)phenoxycarbonyloxy]propyl 2-methylpropanoate), C(C)#N (acetonitrile), S(O)(O)(=O)=O (sulfuric acid), C([O-])([O-])=O.[K+].[K+] (Potassium carbonate), C1=CC(=CC=C1[C@@H](CC(=O)O)CN)Cl (R-Baclofen). Run in COC(C)(C)C (tert-butyl methyl ether), O (water). Conditions: time 5 minute. The product is CC(C[C@@H](CC(=O)O)CNC(=O)OCCOC(C(C)C)=O)C ((3S)-5-Methyl-3-({[(2-methylpropanoyloxy)ethoxy]carbonylamino}methyl)hexanoic Acid), CS(=O)(=O)C1=CC=C(C=C1)O (4-(methylsulfonyl)phenol). RXN SMILES: C1[C:6]([C@H:7]([CH2:12][NH2:13])[CH2:8][C:9]([OH:11])=[O:10])=[CH:5][CH:4]=C(Cl)C=1.[C:15](=[O:18])([O-:17])[O-].[K+].[K+].[CH3:21][CH:22]([CH3:44])[C:23]([O:25][CH:26](OC([O:33][C:34]1[CH:39]=[CH:38][C:37]([S:40]([CH3:43])(=[O:42])=[O:41])=[CH:36][CH:35]=1)=O)[CH:27](C)C)=[O:24].S(=O)(=O)(O)O.[C:50](#N)C>COC(C)(C)C.O>[CH3:50][CH:5]([CH3:4])[CH2:6][C@H:7]([CH2:12][NH:13][C:15]([O:17][CH2:27][CH2:26][O:25][C:23](=[O:24])[CH:22]([CH3:44])[CH3:21])=[O:18])[CH2:8][C:9]([OH:11])=[O:10].[CH3:43][S:40]([C:37]1[CH:38]=[CH:39][C:34]([OH:33])=[CH:35][CH:36]=1)(=[O:41])=[O:42] |f:1.2.3|. Procedure details: R-Baclofen (2.13 g) and water (50 mL) were charged to a vessel at room temperature. Potassium carbonate (1.6 g) was added in one portion and the mixture was stirred at room temperature for 5 minutes. A solution of 2-methyl-1-[4-(methylsulfonyl)phenoxycarbonyloxy]propyl 2-methylpropanoate D6 (3.5 g) in acetonitrile (50 mL) was added. After 6 hours, tert-butyl methyl ether (50 mL) was added and the reaction mixture was cooled to 5-10° C. A 5% aqueous sulfuric acid was added to adjust the pH to app... Reagents/catalysts: CN(C=O)C (N,N-dimethylformamide). Run in ClCCl (dichloromethane). RXN SMILES: [O:1]=[C:2]1[C:10]2([C:22]3[C:13](=[CH:14][C:15]4[O:20][CH2:19][CH2:18][O:17][C:16]=4[CH:21]=3)[O:12][CH2:11]2)[C:9]2[C:4](=[CH:5][CH:6]=[CH:7][CH:8]=2)[N:3]1[CH2:23][C:24]1[CH:32]=[CH:31][C:27]([C:28](O)=[O:29])=[CH:26][CH:25]=1.C(Cl)(=O)C(Cl)=O.O[NH:40][C:41](=[NH:43])[CH3:42]>ClCCl.CN(C)C=O>[CH3:42][C:41]1[N:43]=[C:28]([C:27]2[CH:31]=[CH:32][C:24]([CH2:23][N:3]3[C:4]4[C:9](=[CH:8][CH:7]=[CH:6][CH:5]=4)[C:10]4([C:22]5[C:13](=[CH:14][C:15]6[O:20][CH2:19][CH2:18][O:17][C:16]=6[CH:21]=5)[O:12][CH2:11]4)[C:2]3=[O:1])=[CH:25][CH:26]=2)[O:29][N:40]=1. Reactants: ONC(C)=N (N-hydroxyacetamidine), O=C1N(C2=CC=CC=C2C12COC1=CC3=C(OCCO3)C=C12)CC1=CC=C(C(=O)O)C=C1 (4-[(2′-oxo-2,3-dihydrospiro[furo[2,3-g][1,4]benzodioxine-8,3′-indol]-1′(2′H)-yl)methyl]benzoic acid), C(C(=O)Cl)(=O)Cl (oxalyl chloride). Isolated yield 62.9%. Run at time 16 hour. The product is CC1=NOC(=N1)C1=CC=C(CN2C(C3(C4=CC=CC=C24)COC2=CC4=C(OCCO4)C=C23)=O)C=C1 (1′-[4-(3-methyl-1,2,4-oxadiazol-5-yl)benzyl]-2,3-dihydrospiro[furo[2,3-g][1,4]benzodioxine-8,3′-indol]-2′(1′H)-one). Procedure: To a solution of 4-[(2′-oxo-2,3-dihydrospiro[furo[2,3-g][1,4]benzodioxine-8,3′-indol]-1′(2′H)-yl)methyl]benzoic acid (0.75 g, 1.7 mmol) in dichloromethane (10 mL) was added oxalyl chloride (0.50 mL, 5.77 mmol) and N,N-dimethylformamide (2 drops, catalytic amount). The mixture was stirred for 16 h at ambient temperature and concentrated in vacuo. The residue was dissolved in pyridine (1 mL) and transferred into a 10 mL microwave reaction vessel with pyridine rinses (2×1 mL). To this solution was ... Procedure details: 1-(4-{4-[2-(3,6-Dihydro-2H-pyran-4-yl)-5-methanesulfonyl-benzoyl]-piperazin-1-yl}-3-fluoro-phenyl)-ethanone (Example 72) is hydrogenated in EtOH in presence of Raney nickel under a hydrogen pressure of 100 bar at 100IC for 18 h. Filtration, evaporation of the solvent and purification of the residue by preparative HPLC on a C-18 column with a H2O/MeCN gradient provided [4-(4-Ethyl-2-fluoro-phenyl)-piperazin-1-yl]-[5-methanesulfonyl-2-(tetrahydro-pyran-4-yl)-phenyl]-methanone in 41% yield as colou... Reaction SMILES: [O:1]1[CH2:6][CH:5]=[C:4]([C:7]2[CH:30]=[CH:29][C:28]([S:31]([CH3:34])(=[O:33])=[O:32])=[CH:27][C:8]=2[C:9]([N:11]2[CH2:16][CH2:15][N:14]([C:17]3[CH:22]=[CH:21][C:20]([C:23](=O)[CH3:24])=[CH:19][C:18]=3[F:26])[CH2:13][CH2:12]2)=[O:10])[CH2:3][CH2:2]1>CCO.[Ni]>[CH2:23]([C:20]1[CH:21]=[CH:22][C:17]([N:14]2[CH2:15][CH2:16][N:11]([C:9]([C:8]3[CH:27]=[C:28]([S:31]([CH3:34])(=[O:33])=[O:32])[CH:29]=[CH:30][C:7]=3[CH:4]3[CH2:5][CH2:6][O:1][CH2:2][CH2:3]3)=[O:10])[CH2:12][CH2:13]2)=[C:18]([F:26])[CH:19]=1)[CH3:24]. The solvent is CCO (EtOH). The yield is 41.0%. Reactants: O1CCC(=CC1)C1=C(C(=O)N2CCN(CC2)C2=C(C=C(C=C2)C(C)=O)F)C=C(C=C1)S(=O)(=O)C (1-(4-{4-[2-(3,6-Dihydro-2H-pyran-4-yl)-5-methanesulfonyl-benzoyl]-piperazin-1-yl}-3-fluoro-phenyl)-ethanone). Reagents/catalysts: [Ni] (Raney nickel). Product: C(C)C1=CC(=C(C=C1)N1CCN(CC1)C(=O)C1=C(C=CC(=C1)S(=O)(=O)C)C1CCOCC1)F ([4-(4-Ethyl-2-fluoro-phenyl)-piperazin-1-yl]-[5-methanesulfonyl-2-(tetrahydro-pyran-4-yl)-phenyl]-methanone).